From a dataset of the Open Reaction Database (ORD), a public repository of structured organic reaction records. describe an organic reaction: reactants, conditions, products, and yield Reactants: BrC=1C=C(C(=NC1)OC)N[C@H]1CN(CCC1)C(=O)OC(C)(C)C ((R)-tert-Butyl 3-((5-bromo-2-methoxypyridin-3-yl)amino)piperidine-1-carboxylate), ClCC(=O)N1C[C@@H](CCC1)NC1=CC(=CNC1=O)C1=CC=NC=C1 ((R)-5-((1-(2-Chloroacetyl)piperidin-3-yl)amino)-[3,4′-bipyridin]-6(1H)-one). Product: C(C=C)(=O)N1CC(C1)NC1=CC(=CNC1=O)C1=CC=NC=C1 (5-((1-Acryloylazetidin-3-yl)amino)-[3,4′-bipyridin]-6(1H)-one). RXN SMILES: Br[C:2]1C=C(N[C@@H]2CCCN(C(OC(C)(C)C)=O)C2)C(OC)=N[CH:7]=1.ClC[C:26]([N:28]1[CH2:33]CC[C@@H:30]([NH:34][C:35]2[C:40](=[O:41])[NH:39][CH:38]=[C:37]([C:42]3[CH:47]=[CH:46][N:45]=[CH:44][CH:43]=3)[CH:36]=2)[CH2:29]1)=[O:27]>>[C:26]([N:28]1[CH2:33][CH:30]([NH:34][C:35]2[C:40](=[O:41])[NH:39][CH:38]=[C:37]([C:42]3[CH:47]=[CH:46][N:45]=[CH:44][CH:43]=3)[CH:36]=2)[CH2:29]1)(=[O:27])[CH:2]=[CH2:7]. Procedure details: Following Example 1, but using tert-butyl 3-aminoazetidine-1-carboxylate (Example 1 Step 3) and reaction with acroyl chloride (Example 1 Step 6) provided the desired compound after purification: 1H NMR (300 MHz, DMSO-d6) 11.86 (br s, 1H), 8.52 (d, J=6.3 Hz, 2H), 7.62 (dd, J=4.2, 1.5 Hz, 2H), 7.25-7.35 (m, 1H), 6.61 (d, J=2.1 Hz, 1H), 6.20-6.40 (m, 2H), 6.10 (dd, J=17.1, 2.4 Hz, 1H), 5.67 (dd, J=10.2, 2.1 Hz, 1H), 4.61 (apparent t, J=7.8 Hz, 1H), 4.25-4.45 (m, 2H), 4.05-4.15 (m, 1H), 3.80-3.95 (m... Starting materials: Nc1cnc(OCC2CC2)c(-c2ccc(Cl)cc2)c1, O=C(O)c1ccncc1. The product is O=C(Nc1cnc(OCC2CC2)c(-c2ccc(Cl)cc2)c1)c1ccncc1. Reaction SMILES: [Cl:1][c:2]1[cH:3][cH:4][c:5](-[c:8]2[cH:9][c:10]([NH2:19])[cH:11][n:12][c:13]2[O:14][CH2:15][CH:16]2[CH2:17][CH2:18]2)[cH:6][cH:7]1.[OH:20][C:21](=[O:22])[c:23]1[cH:24][cH:25][n:26][cH:27][cH:28]1>>[Cl:1][c:2]1[cH:3][cH:4][c:5](-[c:8]2[cH:9][c:10]([NH:19][C:21](=[O:20])[c:23]3[cH:24][cH:25][n:26][cH:27][cH:28]3)[cH:11][n:12][c:13]2[O:14][CH2:15][CH:16]2[CH2:17][CH2:18]2)[cH:6][cH:7]1.